This data is from the Open Reaction Database (ORD), a public repository of structured organic reaction records. The task is: describe an organic reaction: reactants, conditions, products, and yield Starting materials: CC1=C(C2=C3C4=C1O[C@@](C4=O)(O/C=C/[C@@H]([C@H]([C@H]([C@@H]([C@@H]([C@@H]([C@H]([C@H](/C=C/C=C(\C(=O)NC(=C2O)C(=C3O)/C=N/N5CCN(CC5)C)/C)C)O)C)O)C)OC(=O)C)C)OC)C)O (rifampicin), C1[C@H]([C@@H]([C@H]([C@@H]([C@H]1N)O[C@@H]2[C@@H]([C@H]([C@@H]([C@H](O2)CN)O)O)O)O)O[C@@H]3[C@@H]([C@H]([C@@H]([C@H](O3)CO)O)N)O)N (kanamycin). Conditions: time 8 hour. Product: CC/C=C\CC1C(CCC1=O)CC(=O)OC (MeJA). As a reaction SMILES: C[C:2]1[C:7]2[O:8][C@:9]3(C)[O:12][CH:13]=C[C@H](OC)[C@@H](C)[C@@H](OC(C)=O)[C@H](C)[C@H](O)[C@H](C)[C@@H](O)[C@@H](C)C=CC=C(C)C(N[C:30]4[C:33](/[CH:36]=N/N5CCN(C)CC5)=[C:34]([OH:35])[C:5]([C:6]=2[C:10]3=O)=[C:4]([C:31]=4O)C=1O)=O.C1[C@H](N)[C@@H](O[C@H]2O[C@H](CN)[C@@H](O)[C@H](O)[C@H]2O)[C@H](O)[C@@H](O[C@H]2O[C@H](CO)[C@@H](O)[C@H](N)[C@H]2O)[C@@H]1N>>[CH3:36][CH2:33]/[CH:30]=[CH:31]\[CH2:4][CH:5]1[C:34](=[O:35])[CH2:2][CH2:7][CH:6]1[CH2:10][C:9]([O:12][CH3:13])=[O:8]. Procedure details: Ten colonies of the transformed Agrobacteria containing a promoter construct of interest were picked from a fresh plate and inoculated into 10 ml YEB, containing 50 mg/l rifampicin, and 50 mg/l kanamycin, in a 50 ml flask. Cell cultures were incubated overnight at 28° C. with shaking. Approximately 1 ml of overnight culture was taken. Cultures were diluted with 50 ml YEB plus antibiotics so that the OD600 was approximately 0.3. Agrobacteria were grown at 28° C. with shaking until the OD600 was a... Starting materials: CC(C)=CCCC(C)CC=O (citronellal), S(O)(O)(=O)=O (sulfuric acid). Yields the product C1(CC(C(CC1)C(C)(C)O)O)C (para-menthane-3,8-diol). RXN SMILES: [CH3:1][C:2](=[CH:4][CH2:5][CH2:6][CH:7]([CH2:9][CH:10]=[O:11])[CH3:8])[CH3:3].S(=O)(=O)(O)[OH:13]>>[CH:7]1([CH3:8])[CH2:6][CH2:5][CH:4]([C:2]([OH:13])([CH3:3])[CH3:1])[CH:10]([OH:11])[CH2:9]1. Procedure details: The above-mentioned problems are resolved by the production method of this invention wherein citronellal is treated with aqueous sulfuric acid solution of 0.02 to 1.0 wt. % in concentration to produce para-menthane-3,8-diol. In case of recovering the produced para-menthane-3,8-diol, a method is preferably adopted, wherein after the reaction product is extracted with an aliphatic hydrocarbon solvent of 5 to 8 in carbon number, the extract is cooled down at temperature higher than the melting poin...